Dataset: the Open Reaction Database (ORD), a public repository of structured organic reaction records. Task: describe an organic reaction: reactants, conditions, products, and yield Reactants: COC(=O)C(NC(=O)OCc1ccccc1)C(SCCNC(=O)OC(C)(C)C)c1ccccc1, CO, CC(=O)Cl, CCOCC, CCOC(C)=O. Product: COC(=O)C(NC(=O)OCc1ccccc1)C(SCCN)c1ccccc1. As a reaction SMILES: [CH2:1]([c:2]1[cH:3][cH:4][cH:5][cH:6][cH:7]1)[O:8][C:9](=[O:10])[NH:11][CH:12]([C:13](=[O:14])[O:15][CH3:16])[CH:17]([c:18]1[cH:19][cH:20][cH:21][cH:22][cH:23]1)[S:24][CH2:25][CH2:26][NH:27][C:28]([O:29][C:30]([CH3:31])([CH3:32])[CH3:33])=[O:34].[CH3:35][OH:36].[CH3:37][C:38](=[O:39])[Cl:40].[CH3:41][CH2:42][O:43][CH2:44][CH3:45].[CH3:46][CH2:47][O:48][C:49](=[O:50])[CH3:51]>>[CH2:1]([c:2]1[cH:3][cH:4][cH:5][cH:6][cH:7]1)[O:8][C:9](=[O:10])[NH:11][CH:12]([C:13](=[O:14])[O:15][CH3:16])[CH:17]([c:18]1[cH:19][cH:20][cH:21][cH:22][cH:23]1)[S:24][CH2:25][CH2:26][NH2:27]. Reactants: CC(OCc1ccccc1)C(CCc1cccc2ccccc12)n1cnc(C(=O)O)c1, CCN=C=NCCCN(C)C, CS(N)(=O)=O, CN(C)c1ccncc1, CN(C)C=O, CCOC(C)=O, Cl, Cl, O. The product is CC(OCc1ccccc1)C(CCc1cccc2ccccc12)n1cnc(C(=O)NS(C)(=O)=O)c1. As a reaction SMILES: [CH2:1]([c:2]1[cH:3][cH:4][cH:5][cH:6][cH:7]1)[O:8][CH:9]([CH3:10])[CH:11]([CH2:12][CH2:13][c:14]1[cH:15][cH:16][cH:17][c:18]2[cH:19][cH:20][cH:21][cH:22][c:23]12)[n:24]1[cH:25][n:26][c:27]([C:29](=[O:30])[OH:31])[cH:28]1.[CH2:38]([N:39]=[C:40]=[N:41][CH2:42][CH2:43][CH2:44][N:45]([CH3:46])[CH3:47])[CH3:48].[CH3:32][S:33](=[O:34])(=[O:35])[NH2:36].[CH3:50][N:51]([CH3:52])[c:53]1[cH:54][cH:55][n:56][cH:57][cH:58]1.[CH3:59][N:60]([CH3:61])[CH:62]=[O:63].[CH3:65][CH2:66][O:67][C:68](=[O:69])[CH3:70].[ClH:37].[ClH:49].[OH2:64]>>[CH2:1]([c:2]1[cH:3][cH:4][cH:5][cH:6][cH:7]1)[O:8][CH:9]([CH3:10])[CH:11]([CH2:12][CH2:13][c:14]1[cH:15][cH:16][cH:17][c:18]2[cH:19][cH:20][cH:21][cH:22][c:23]12)[n:24]1[cH:25][n:26][c:27]([C:29](=[O:30])[NH:36][S:33]([CH3:32])(=[O:34])=[O:35])[cH:28]1. Starting materials: CC(C)(C)OC(=O)Cc1ccc(-n2ccc3cc(C(=O)NCCc4ccc(Cl)cc4)ccc32)c(C#N)c1, ClCCl, O=C(O)C(F)(F)F. The product is N#Cc1cc(CC(=O)O)ccc1-n1ccc2cc(C(=O)NCCc3ccc(Cl)cc3)ccc21. RXN SMILES: [Cl:1][c:2]1[cH:3][cH:4][c:5]([CH2:6][CH2:7][NH:8][C:9](=[O:10])[c:11]2[cH:12][c:13]3[cH:14][cH:15][n:16](-[c:20]4[c:21]([C:34]#[N:35])[cH:22][c:23]([CH2:26][C:27](=[O:28])[O:29][C:30]([CH3:31])([CH3:32])[CH3:33])[cH:24][cH:25]4)[c:17]3[cH:18][cH:19]2)[cH:36][cH:37]1.[Cl:45][CH2:46][Cl:47].[F:38][C:39]([F:40])([F:41])[C:42]([OH:43])=[O:44]>>[Cl:1][c:2]1[cH:3][cH:4][c:5]([CH2:6][CH2:7][NH:8][C:9](=[O:10])[c:11]2[cH:12][c:13]3[cH:14][cH:15][n:16](-[c:20]4[c:21]([C:34]#[N:35])[cH:22][c:23]([CH2:26][C:27](=[O:28])[OH:29])[cH:24][cH:25]4)[c:17]3[cH:18][cH:19]2)[cH:36][cH:37]1. Reactants: O (water), C1(=CC=CC=C1)C(NC(C(F)(F)F)=O)C(=O)O (2-phenyl-N-(trifluoroacetyl)-glycine), IC (iodomethane), [H-].[Na+] (sodium hydride), [H-].[Na+] (NaH). The solvent is C(C)(=O)OCC (ethyl acetate), O1CCCC1 (tetrahydrofuran). Conditions: time 1 hour. Product: C1(=CC=CC=C1)C(N(C)C(C(F)(F)F)=O)C(=O)O (2-Phenyl-N-(trifluoroacetyl)sarcosine). Yield: 19.1%. As a reaction SMILES: [C:1]1([CH:7]([C:15]([OH:17])=[O:16])[NH:8][C:9](=[O:14])[C:10]([F:13])([F:12])[F:11])[CH:6]=[CH:5][CH:4]=[CH:3][CH:2]=1.I[CH3:19].[H-].[Na+].O>O1CCCC1.C(OCC)(=O)C>[C:1]1([CH:7]([C:15]([OH:17])=[O:16])[N:8]([C:9](=[O:14])[C:10]([F:13])([F:12])[F:11])[CH3:19])[CH:6]=[CH:5][CH:4]=[CH:3][CH:2]=1 |f:2.3|. Procedure details: A mixture of 2-phenyl-N-(trifluoroacetyl)-glycine (2.5 g, 0.01 mol) and iodomethane (11.35 g, 0.08 mol) in tetrahydrofuran is treated portionwise with a 60% dispersion of sodium hydride in mineral oil (1.2 g, 0.03 mol NaH), stirred at ambient temperatures for 1 hour, heated at reflux temperature for 17 hours, cooled to room temperature, diluted with ethyl acetate followed by 1 mL of water and concentrated in vacuo to a wet yellow solid residue. The residue is dispersed in a mixture of ether and ... Reactants: COC=1C(=C(CC=2C(=C(C(=O)OC)C=CC2)C2=CC=NC=C2)C(=C(C1OC)OC)OC)C (Methyl 3-(3,4,5,6-tetramethoxy-2-methylbenzyl)-2-(4-pyridyl)benzoate). Run in aqueous solution, [OH-].[Na+] (sodium hydroxide), O1CCOCC1 (1,4-dioxane), O (water). Reaction conditions: time 16 hour. The product is COC=1C(=C(CC=2C(=C(C(=O)O)C=CC2)C2=CC=NC=C2)C(=C(C1OC)OC)OC)C (3-(3,4,5,6-Tetramethoxy-2-methylbenzyl)-2-(4-pyridyl)benzoic acid). The yield is 100.0%. As a reaction SMILES: [CH3:1][O:2][C:3]1[C:4]([CH3:32])=[C:5]([C:23]([O:30][CH3:31])=[C:24]([O:28][CH3:29])[C:25]=1[O:26][CH3:27])[CH2:6][C:7]1[C:8]([C:17]2[CH:22]=[CH:21][N:20]=[CH:19][CH:18]=2)=[C:9]([CH:14]=[CH:15][CH:16]=1)[C:10]([O:12]C)=[O:11]>[OH-].[Na+].O1CCOCC1.O>[CH3:1][O:2][C:3]1[C:4]([CH3:32])=[C:5]([C:23]([O:30][CH3:31])=[C:24]([O:28][CH3:29])[C:25]=1[O:26][CH3:27])[CH2:6][C:7]1[C:8]([C:17]2[CH:18]=[CH:19][N:20]=[CH:21][CH:22]=2)=[C:9]([CH:14]=[CH:15][CH:16]=1)[C:10]([OH:12])=[O:11] |f:1.2|. Procedure: Methyl 3-(3,4,5,6-tetramethoxy-2-methylbenzyl)-2-(4-pyridyl)benzoate (301 mg, 0.5508 mmol) was dissolved in a mixed solution of a 1N aqueous solution of sodium hydroxide (10 ml) and 1,4-dioxane (10 ml) followed by stirring at room temperature for 16 hours. The reaction solution was diluted with water (100 ml), washed with ether, acidified with concentrated hydrochloric acid and extracted with ether. The extract was washed with water and dried and the solvent was evaporated therefrom to give the ... The reactants are CCOC(=O)CCCC#CCC#CCC#CCC#CCSc1ccc(C)cc1, CCOC(C)=O, C1CCC(OC2CCCCO2)OC1, O=C(O)C(=O)O. The product is Cc1ccc(SCC#CCC#CCC#CCC#CCCCC(=O)O)cc1. As a reaction SMILES: [CH2:1]([CH3:2])[O:3][C:4]([CH2:5][CH2:6][CH2:7][C:8]#[C:9][CH2:10][C:11]#[C:12][CH2:13][C:14]#[C:15][CH2:16][C:17]#[C:18][CH2:19][S:20][c:21]1[cH:22][cH:23][c:24]([CH3:27])[cH:25][cH:26]1)=[O:28].[CH3:48][CH2:49][O:50][C:51](=[O:52])[CH3:53].[O:29]1[CH2:30][CH2:31][CH2:32][CH2:33][CH:34]1[O:35][CH:36]1[CH2:37][CH2:38][CH2:39][CH2:40][O:41]1.[OH:42][C:43]([C:44](=[O:45])[OH:46])=[O:47]>>[O:3]=[C:4]([CH2:5][CH2:6][CH2:7][C:8]#[C:9][CH2:10][C:11]#[C:12][CH2:13][C:14]#[C:15][CH2:16][C:17]#[C:18][CH2:19][S:20][c:21]1[cH:22][cH:23][c:24]([CH3:27])[cH:25][cH:26]1)[OH:28]. The reactants are C(C)(=O)N1CCC2=CC(=C(C=C12)Br)OCC1=CCN2CCCC1C2 (1-acetyl-5-(1-azabicyclo[3.3.1]non-3-en-4-yl)methoxy-6-bromo-2,3-dihydro-1H-indole). The solvent is C1(=CC=CC=C1)C (toluene). Product: C(C)(=O)N1CCC=2C=C3C(=CC12)C1(CCN2CCCC1C2)CO3 (5-Acetyl-2,3,6,7-tetrahydrospiro[furo[2,3-f]indole-3,4'-(1-azabicyclo[3.3.1]nonane)]), spirocyclic. As a reaction SMILES: [C:1]([N:4]1[C:12]2[C:7](=[CH:8][C:9]([O:14][CH2:15][C:16]3[CH:23]4[CH2:24][N:19]([CH2:20][CH2:21][CH2:22]4)[CH2:18][CH:17]=3)=[C:10](Br)[CH:11]=2)[CH2:6][CH2:5]1)(=[O:3])[CH3:2]>C1(C)C=CC=CC=1>[C:1]([N:4]1[C:12]2[CH:11]=[C:10]3[C:16]4([CH2:15][O:14][C:9]3=[CH:8][C:7]=2[CH2:6][CH2:5]1)[CH:23]1[CH2:24][N:19]([CH2:20][CH2:21][CH2:22]1)[CH2:18][CH2:17]4)(=[O:3])[CH3:2]. Procedure: The title compound was prepared from 1-acetyl-5-(1-azabicyclo[3.3.1]non-3-en-4-yl)methoxy-6-bromo-2,3-dihydro-1H-indole (D9) by a similar procedure to Description 4 using toluene as solvent. The two isomers (2:1 ratio) formed around the spirocyclic junction were separated by column chromatography on silica gel eluting with 0-15% methanol/chloroform. The reactants are N (ammonia), ClC=1C=2N(C=CN1)C(=CN2)[C@@H]2CC[C@H]1OC(O[C@H]12)(C)C (8-chloro-3-((3aS,4S,6aR)-2,2-dimethyltetrahydro-3aH-cyclopenta[d][1,3]dioxol-4-yl)imidazo[1,2-a]pyrazine). The solvent is C(C)(C)O (isopropanol). Conditions: temperature 100 celsius, time 16 hour. Yields the product CC1(O[C@@H]2[C@H](O1)CC[C@H]2C2=CN=C1N2C=CN=C1N)C (3-((3aS,4S,6aR)-2,2-dimethyltetrahydro-3aH-cyclopenta[d][1,3]dioxol-4-yl)imidazo[1,2-a]pyrazin-8-amine). As a reaction SMILES: [NH3:1].Cl[C:3]1[C:4]2[N:5]([C:9]([C@H:12]3[C@H:19]4[C@H:15]([O:16][C:17]([CH3:21])([CH3:20])[O:18]4)[CH2:14][CH2:13]3)=[CH:10][N:11]=2)[CH:6]=[CH:7][N:8]=1>C(O)(C)C>[CH3:20][C:17]1([CH3:21])[O:16][C@@H:15]2[CH2:14][CH2:13][C@@H:12]([C:9]3[N:5]4[CH:6]=[CH:7][N:8]=[C:3]([NH2:1])[C:4]4=[N:11][CH:10]=3)[C@@H:19]2[O:18]1. Reported procedure: Liquid ammonia (50 mL) was added to 8-chloro-3-((3aS,4S,6aR)-2,2-dimethyltetrahydro-3aH-cyclopenta[d][1,3]dioxol-4-yl)imidazo[1,2-a]pyrazine (2-9) (1.5 g, 5.1 mmol, 1 equiv) in isopropanol (50 mL). The resulting solution was placed in a high pressure vessel and heated to 100° C. After 16 hours, no more starting material was present, the amber solution was concentrated to afford desired 3-((3aS,4S,6aR)-2,2-dimethyltetrahydro-3aH-cyclopenta[d][1,3]dioxol-4-yl)imidazo[1,2-a]pyrazin-8-amine (2-10) a...